This data is from the Open Reaction Database (ORD), a public repository of structured organic reaction records. The task is: describe an organic reaction: reactants, conditions, products, and yield Reactants: COC(=O)C(Cc1ccc2c(cnn2S(=O)(=O)CC[Si](C)(C)C)c1)NC(=O)N1CCC(N2Cc3ccccc3NC2=O)CC1, CO, Cl, [Li+], C1CCOC1, [OH-], O, O. As a reaction SMILES: [CH3:1][O:2][C:3]([CH:4]([CH2:5][c:6]1[cH:7][c:8]2[cH:9][n:10][n:11]([S:15](=[O:16])(=[O:17])[CH2:18][CH2:19][Si:20]([CH3:21])([CH3:22])[CH3:23])[c:12]2[cH:13][cH:14]1)[NH:24][C:25](=[O:26])[N:27]1[CH2:28][CH2:29][CH:30]([N:33]2[C:34](=[O:43])[NH:35][c:36]3[cH:37][cH:38][cH:39][cH:40][c:41]3[CH2:42]2)[CH2:31][CH2:32]1)=[O:44].[CH3:54][OH:55].[ClH:48].[Li+:47].[O:49]1[CH2:50][CH2:51][CH2:52][CH2:53]1.[OH-:46].[OH2:45].[OH2:56]>>[O:2]=[C:3]([CH:4]([CH2:5][c:6]1[cH:7][c:8]2[cH:9][n:10][n:11]([S:15](=[O:16])(=[O:17])[CH2:18][CH2:19][Si:20]([CH3:21])([CH3:22])[CH3:23])[c:12]2[cH:13][cH:14]1)[NH:24][C:25](=[O:26])[N:27]1[CH2:28][CH2:29][CH:30]([N:33]2[C:34](=[O:43])[NH:35][c:36]3[cH:37][cH:38][cH:39][cH:40][c:41]3[CH2:42]2)[CH2:31][CH2:32]1)[OH:44]. Product: C[Si](C)(C)CCS(=O)(=O)n1ncc2cc(CC(NC(=O)N3CCC(N4Cc5ccccc5NC4=O)CC3)C(=O)O)ccc21. Starting materials: Cl (HCl), BrC=1C=C(C(=O)N)C=CC1 (3-bromobenzamide), OC=1C=C(C=CC1)B(O)O (3-hydroxyphenyl boronic acid), C(=O)([O-])[O-].[K+].[K+] (K2CO3). Reagents/catalysts: [N+](CCCC)(CCCC)(CCCC)CCCC.[Br-] (nBu4NBr), Cl[Pd]Cl (PdCl2). Run in O (water), CCO (EtOH), CC(=O)C (acetone). Conditions: time 16 hour. The product is OC=1C=C(C=CC1)C1=CC(=CC=C1)C(=O)N (3′-Hydroxybiphenyl-3-Carboxamide). As a reaction SMILES: Br[C:2]1[CH:3]=[C:4]([CH:8]=[CH:9][CH:10]=1)[C:5]([NH2:7])=[O:6].[OH:11][C:12]1[CH:13]=[C:14](B(O)O)[CH:15]=[CH:16][CH:17]=1.C([O-])([O-])=O.[K+].[K+].Cl>[N+](CCCC)(CCCC)(CCCC)CCCC.[Br-].CC(C)=O.Cl[Pd]Cl.O.CCO>[OH:11][C:12]1[CH:17]=[C:16]([C:2]2[CH:10]=[CH:9][CH:8]=[C:4]([C:5]([NH2:7])=[O:6])[CH:3]=2)[CH:15]=[CH:14][CH:13]=1 |f:2.3.4,6.7|. Procedure details: To a 5 L 3-neck round bottom flask was charged with 3-bromobenzamide (128.29 g, 0.64 mol), EtOH (1274 mL), PdCl2 (0.588 g, 3.3 mmol, 0.005 equivalents), 3-hydroxyphenyl boronic acid (93 g, 0.67 mol. 1.05 equivalents), K2CO3 (177 g, 1.28 mol, 2 equivalents) and nBu4NBr (10.3 g, 0.032 mol, 0.05 equivalents). The reaction mixture was stirred at room temperature for approximately 16 hours. Upon completion of the reaction, a 10% aqueous HCl solution was added to the reaction mixture until the pH reac... Starting materials: NC1=CC(=NC=N1)C(C)(C)C (6-amino-4-tert-butylpyrimidine), C(=O)(N1N=CN=C1)N1N=CN=C1 (1,1′-carbonyldi(1,2,4-triazole)), NC1=C(C=C(OC2=CC(=NC=C2)C#N)C=C1)F (4-(4-amino-3-fluorophenoxy)pyridine-2-carbonitrile), C(Cl)Cl (DCM). Solvent: ClCCCl (1,2-dichloroethane), CCOC(=O)C (EtOAc), ClCCCl (1,2-dichloroethane). Run at temperature 65 celsius, time 3 day. The product is C(C)(C)(C)C1=CC(=NC=N1)NC(=O)NC1=C(C=C(C=C1)OC1=CC(=NC=C1)C#N)F (1-(6-tert-Butylpyrimidin-4-yl)-3-[4-(2-cyanopyridin-4-yloxy)-2-fluorophenyl]urea). The yield is 52.4%. Reaction SMILES: [NH2:1][C:2]1[N:7]=[CH:6][N:5]=[C:4]([C:8]([CH3:11])([CH3:10])[CH3:9])[CH:3]=1.[C:12]([N:19]1[CH:23]=NC=N1)(N1C=NC=N1)=[O:13].NC1[CH:39]=[CH:38][C:28]([O:29][C:30]2[CH:35]=[CH:34][N:33]=[C:32]([C:36]#[N:37])[CH:31]=2)=[CH:27][C:26]=1[F:40].C(Cl)Cl>ClCCCl.CCOC(C)=O>[C:8]([C:4]1[N:5]=[CH:6][N:7]=[C:2]([NH:1][C:12]([NH:19][C:23]2[CH:39]=[CH:38][C:28]([O:29][C:30]3[CH:35]=[CH:34][N:33]=[C:32]([C:36]#[N:37])[CH:31]=3)=[CH:27][C:26]=2[F:40])=[O:13])[CH:3]=1)([CH3:11])([CH3:10])[CH3:9]. Procedure: To a solution of 6-amino-4-tert-butylpyrimidine (150.0 mg; 0.99 mmol) in anhydrous 1,2-dichloroethane (1.9 mL) was added 1,1′-carbonyldi(1,2,4-triazole) (195.4 mg, 1.19 mmol, 1.2 eq), and the reaction mixture was stirred at 65° C. for 3 days. A solution of 4-(4-amino-3-fluorophenoxy)pyridine-2-carbonitrile (227.4 mg; 0.99 mmol, 1.0 eq) in anhydrous 1,2-dichloroethane (1.9 mL) was then added, and the reaction mixture was heated at 65° C. for 5 h. The reaction was diluted with EtOAc, and the organ... Starting materials: resultant suspension, C(C)(=O)N1CCN(CC1)C1CCC2=CC=C(C=C12)OC (1-(4-acetylpiperazin-1-yl)-6-methoxyindan), [H-].[Al+3].[Li+].[H-].[H-].[H-] (Lithium aluminum hydride), O (water), aqueous solution, [OH-].[Na+] (sodium hydroxide), O (water). Run in C1CCOC1 (THF), C1CCOC1 (THF). Reaction conditions: time 1 hour. Product: C(C)N1CCN(CC1)C1CCC2=CC=C(C=C12)OC (1-(4-ethylpiperazin-1-yl)-6-methoxyindan). Yield: 63.2%. RXN SMILES: [H-].[Al+3].[Li+].[H-].[H-].[H-].[C:7]([N:10]1[CH2:15][CH2:14][N:13]([CH:16]2[C:24]3[C:19](=[CH:20][CH:21]=[C:22]([O:25][CH3:26])[CH:23]=3)[CH2:18][CH2:17]2)[CH2:12][CH2:11]1)(=O)[CH3:8].O.[OH-].[Na+]>C1COCC1>[CH2:7]([N:10]1[CH2:11][CH2:12][N:13]([CH:16]2[C:24]3[C:19](=[CH:20][CH:21]=[C:22]([O:25][CH3:26])[CH:23]=3)[CH2:18][CH2:17]2)[CH2:14][CH2:15]1)[CH3:8] |f:0.1.2.3.4.5,8.9|. Procedure: Lithium aluminum hydride (0.14 g) was suspended in THF. Into the resultant suspension was added dropwise a solution of 1-(4-acetylpiperazin-1-yl)-6-methoxyindan (0.50 g) in THF and the reaction mixture was heated under reflux while monitoring the reaction by TLC. Then the reaction solution was ice cooled and water (0.14 ml), a 5 N aqueous solution (0.14 ml) of sodium hydroxide and further water (0.42 ml) were successively added thereto followed by stirring at room temperature for 1 hr. The resul... Starting materials: Cc1nc2[nH]c(=O)[nH]c2cc1-c1ccc([N+](=O)[O-])cc1, CN(C)C=O. The product is Cc1nc2[nH]c(=O)[nH]c2cc1-c1ccc(N)cc1. RXN SMILES: [CH3:1][c:2]1[c:3](-[c:12]2[cH:13][cH:14][c:15]([N+:18]([O-:19])=[O:20])[cH:16][cH:17]2)[cH:4][c:5]2[c:6]([n:7]1)[nH:8][c:9](=[O:11])[nH:10]2.[O:21]=[CH:22][N:23]([CH3:24])[CH3:25]>>[CH3:1][c:2]1[c:3](-[c:12]2[cH:13][cH:14][c:15]([NH2:18])[cH:16][cH:17]2)[cH:4][c:5]2[c:6]([n:7]1)[nH:8][c:9](=[O:11])[nH:10]2. Reagents/catalysts: [C-]#N.C(C)[N+](CC)(CC)CC (tetraethylammonium cyanide). Run at temperature 0 celsius, time 2 hour. As a reaction SMILES: [Br:1][C:2]1[CH:3]=[CH:4][C:5]([Cl:10])=[C:6]([CH:9]=1)[CH2:7]Cl.[C:11](#[N:13])C>[C-]#N.C([N+](CC)(CC)CC)C>[Br:1][C:2]1[CH:3]=[CH:4][C:5]([Cl:10])=[C:6]([CH2:7][C:11]#[N:13])[CH:9]=1 |f:2.3|. Procedure: The above 5-bromo-2-chlorobenzyl chloride was dissolved in acetonitrile (100 ml), and the mixture was cooled to 0° C. Added thereto was tetraethylammonium cyanide (8.8 g), and the mixture was stirred at room temperature for 2 hours. The solvent was evaporated under reduced pressure, and the residue was dissolved in ethyl acetate. The solution was washed successively with water, 10% aqueous hydrochloric acid solution, a saturated aqueous sodium hydrogen carbonate solution and brine, and dried ove... Starting materials: BrC=1C=CC(=C(CCl)C1)Cl (5-bromo-2-chlorobenzyl chloride), C(C)#N (acetonitrile). The product is BrC=1C=CC(=C(C1)CC#N)Cl (5-bromo-2-chlorophenylacetonitrile).